This data is from the Open Reaction Database (ORD), a public repository of structured organic reaction records. The task is: describe an organic reaction: reactants, conditions, products, and yield Reactants: CO, COc1cc2cc(Nc3cc(C)[nH]n3)nc(Cl)c2cc1OC. The product is COc1cc2cc(Nc3cc(C)[nH]n3)nc(OC)c2cc1OC. As a reaction SMILES: [CH3:23][OH:24].[Cl:1][c:2]1[n:3][c:4]([NH:16][c:17]2[n:18][nH:19][c:20]([CH3:22])[cH:21]2)[cH:5][c:6]2[cH:7][c:8]([O:14][CH3:15])[c:9]([O:12][CH3:13])[cH:10][c:11]12>>[c:2]1([O:24][CH3:23])[n:3][c:4]([NH:16][c:17]2[n:18][nH:19][c:20]([CH3:22])[cH:21]2)[cH:5][c:6]2[cH:7][c:8]([O:14][CH3:15])[c:9]([O:12][CH3:13])[cH:10][c:11]12.